From a dataset of the Open Reaction Database (ORD), a public repository of structured organic reaction records. describe an organic reaction: reactants, conditions, products, and yield Reactants: ClCCl, COc1ccc(-c2cc3ccccc3o2)c2ccccc12, [Cl-], O=C(Cl)C(=O)Cl, O. Yields the product COc1ccc2c3c(cccc13)C(=O)c1c-2oc2ccccc12. RXN SMILES: [CH2:29]([Cl:30])[Cl:31].[CH3:8][O:9][c:10]1[cH:11][cH:12][c:13](-[c:20]2[o:21][c:22]3[c:23]([cH:24]2)[cH:25][cH:26][cH:27][cH:28]3)[c:14]2[cH:15][cH:16][cH:17][cH:18][c:19]12.[Cl-:7].[Cl:1][C:2](=[O:3])[C:4]([Cl:5])=[O:6].[OH2:32]>>[C:2]1(=[O:3])[c:15]2[c:14]3[c:13]([cH:12][cH:11][c:10]([O:9][CH3:8])[c:19]3[cH:18][cH:17][cH:16]2)-[c:20]2[o:21][c:22]3[c:23]([c:24]21)[cH:25][cH:26][cH:27][cH:28]3. Starting materials: C(C)OC(=O)N1N=C(C2=C1C(N(C2)C(=O)OC(C)(C)C)(C)C)NC(=O)OCC (3-Ethoxycarbonylamino-6,6-dimethyl-4,6-dihydro-pyrrolo[3,4-c]pyrazole-1,5-dicarboxylic acid 5-tert-butyl ester 1-ethyl ester), Cl (HCl). The solvent is C(Cl)Cl (CH2Cl2), O1CCOCC1 (1,4-dioxane). Conditions: time 1 hour. The product is C(C)OC(=O)NC=1C2=C(N(N1)C(=O)OCC)C(NC2)(C)C (Ethyl 3-[(ethoxycarbonyl)amino]-6,6-dimethyl-5,6-dihydropyrrolo[3,4-c]pyrazole-1(4H)-carboxylate), solid. Isolated yield 91.0%. As a reaction SMILES: [CH2:1]([O:3][C:4]([N:6]1[C:10]2[C:11]([CH3:22])([CH3:21])[N:12](C(OC(C)(C)C)=O)[CH2:13][C:9]=2[C:8]([NH:23][C:24]([O:26][CH2:27][CH3:28])=[O:25])=[N:7]1)=[O:5])[CH3:2].Cl>C(Cl)Cl.O1CCOCC1>[CH2:27]([O:26][C:24]([NH:23][C:8]1[C:9]2[CH2:13][NH:12][C:11]([CH3:22])([CH3:21])[C:10]=2[N:6]([C:4]([O:3][CH2:1][CH3:2])=[O:5])[N:7]=1)=[O:25])[CH3:28]. Procedure: To a solution of 3-Ethoxycarbonylamino-6,6-dimethyl-4,6-dihydro-pyrrolo[3,4-c]pyrazole-1,5-dicarboxylic acid 5-tert-butyl ester 1-ethyl ester (5.69 g, 14.4 mmol) in CH2Cl2 (10 mL) was added 4M HCl in 1,4-dioxane (20 mL). The solution was stirred for 1 h, at which time the volatiles were removed in vacuo to yield the desired product F1(i) as a white solid (4.8 g, 91%). Mass Spectrum: Calcd for C13H21N4O4(M+H): 297. Found: 297. Reactants: BrC=1C=NC=NC1 (5-bromopyrimidine), BrC1=C(C=CC=C1)B(O)O ((2-bromophenyl)boronic acid), C([O-])([O-])=O.[K+].[K+] (potassium carbonate). Reagents/catalysts: C=1C=CC(=CC1)[P](C=2C=CC=CC2)(C=3C=CC=CC3)[Pd]([P](C=4C=CC=CC4)(C=5C=CC=CC5)C=6C=CC=CC6)([P](C=7C=CC=CC7)(C=8C=CC=CC8)C=9C=CC=CC9)[P](C=1C=CC=CC1)(C=1C=CC=CC1)C=1C=CC=CC1 (Pd(PPh3)4). Run in O1CCOCC1 (1,4-dioxane). Reaction conditions: temperature 100 celsius. Product: BrC1=C(C=CC=C1)C=1C=NC=NC1 (5-(2-bromophenyl)pyrimidine). The yield is 54.2%. Reaction SMILES: Br[C:2]1[CH:3]=[N:4][CH:5]=[N:6][CH:7]=1.[Br:8][C:9]1[CH:14]=[CH:13][CH:12]=[CH:11][C:10]=1B(O)O.C(=O)([O-])[O-].[K+].[K+]>O1CCOCC1.C1C=CC([P]([Pd]([P](C2C=CC=CC=2)(C2C=CC=CC=2)C2C=CC=CC=2)([P](C2C=CC=CC=2)(C2C=CC=CC=2)C2C=CC=CC=2)[P](C2C=CC=CC=2)(C2C=CC=CC=2)C2C=CC=CC=2)(C2C=CC=CC=2)C2C=CC=CC=2)=CC=1>[Br:8][C:9]1[CH:14]=[CH:13][CH:12]=[CH:11][C:10]=1[C:2]1[CH:3]=[N:4][CH:5]=[N:6][CH:7]=1 |f:2.3.4,^1:33,35,54,73|. Reported procedure: A mixture of 5-bromopyrimidine (500 mg, 3.14 mmol, Aldrich), (2-bromophenyl)boronic acid (947 mg, 4.71 mmol, Aldrich), Pd(PPh3)4 (363 mg, 0.314 mmol, GLR) and potassium carbonate (2.17 g, 15.7 mmol, Qualigens) in 1,4-dioxane:water (5.8 mL:2.9 mL) was degassed for 10 min. The reaction mixture was subjected to microwave heating for 30 minutes at 100° C. After completion, the reaction mixture was diluted with water (10 mL) and ethyl acetate (25 mL). The layers were separated. The organic layer was ... Reactants: CN(CC(=O)O)NC(=O)NCc1ccccc1, CCOC(OCC)C(C)N(Cc1csc2ccccc12)C(=O)C(C)N. Yields the product CCOC(OCC)C(C)N(Cc1csc2ccccc12)C(=O)C(C)NC(=O)CN(C)NC(=O)NCc1ccccc1. RXN SMILES: [CH2:1]([c:2]1[cH:3][cH:4][cH:5][cH:6][cH:7]1)[NH:8][C:9](=[O:10])[NH:11][N:12]([CH3:13])[CH2:14][C:15](=[O:16])[OH:17].[NH2:18][CH:19]([C:20](=[O:21])[N:22]([CH:23]([CH:24]([O:25][CH2:26][CH3:27])[O:28][CH2:29][CH3:30])[CH3:31])[CH2:32][c:33]1[c:34]2[c:35]([s:36][cH:37]1)[cH:38][cH:39][cH:40][cH:41]2)[CH3:42]>>[CH2:1]([c:2]1[cH:3][cH:4][cH:5][cH:6][cH:7]1)[NH:8][C:9](=[O:10])[NH:11][N:12]([CH3:13])[CH2:14][C:15](=[O:17])[NH:18][CH:19]([C:20](=[O:21])[N:22]([CH:23]([CH:24]([O:25][CH2:26][CH3:27])[O:28][CH2:29][CH3:30])[CH3:31])[CH2:32][c:33]1[c:34]2[c:35]([s:36][cH:37]1)[cH:38][cH:39][cH:40][cH:41]2)[CH3:42]. Reactants: COC(CC1=C(C2=CC=C(C=C2C(=C1)O)F)C)=O ((6-fluoro-4-hydroxy-1-methyl-naphthalen-2-yl)acetic acid methyl ester), BrC1=NC=C(C=C1)S(=O)(=O)CC (2-bromo-5-ethanesulfonyl-pyridine), COC(C(CC(=O)O)=CC1=CC=C(C=C1)F)=O (2-(4-fluoro-benzylidene)-succinic acid 1-methyl ester). The product is COC(CC1=C(C2=CC=C(C=C2C(=C1)OC1=NC=C(C=C1)S(=O)(=O)CC)F)C)=O ([4-(5-ethanesulfonyl-pyridin-2-yloxy)-6-fluoro-1-methyl-naphthalen-2-yl]-acetic acid methyl ester). Isolated yield 74.5%. Reaction SMILES: [CH3:1][O:2][C:3](=[O:18])[CH2:4][C:5]1[CH:14]=[C:13]([OH:15])[C:12]2[C:7](=[CH:8][CH:9]=[C:10]([F:16])[CH:11]=2)[C:6]=1[CH3:17].Br[C:20]1[CH:25]=[CH:24][C:23]([S:26]([CH2:29][CH3:30])(=[O:28])=[O:27])=[CH:22][N:21]=1.COC(=O)C(=CC1C=CC(F)=CC=1)CC(O)=O>>[CH3:1][O:2][C:3](=[O:18])[CH2:4][C:5]1[CH:14]=[C:13]([O:15][C:20]2[CH:25]=[CH:24][C:23]([S:26]([CH2:29][CH3:30])(=[O:27])=[O:28])=[CH:22][N:21]=2)[C:12]2[C:7](=[CH:8][CH:9]=[C:10]([F:16])[CH:11]=2)[C:6]=1[CH3:17]. Procedure: Starting with (6-fluoro-4-hydroxy-1-methyl-naphthalen-2-yl)acetic acid methyl ester (18 mg, 0.073 mmol) and 2-bromo-5-ethanesulfonyl-pyridine (27 mg, 0.109 mmol), using a method analogous to the one described for the methyl ester of example 1-1, [4-(5-ethanesulfonyl-pyridin-2-yloxy)-6-fluoro-1-methyl-naphthalen-2-yl]-acetic acid methyl ester (22.7 mg, 75%) was obtained as a light yellow solid. Starting materials: ClC=1C=C(C=C(C1)F)C1=CC(=NN1C=1C=NC=C(C1)Cl)C(=O)O (5-(3-Chloro-5-fluorophenyl)-1-(5-chloropyridin-3-yl)-1H-pyrazole-3-carboxylic acid), ClC=1C=C(C=C(C1)F)C1=CC(=NN1C1=NC=CC=C1)C(=O)N1CNC(C1)=O (1-{[5-(3-Chloro-5-fluorophenyl)-1-(pyridin-2-yl)-1H-pyrazol-3-yl]carbonyl}imidazolidin-4-one), Cl.N1C(NC=C1)=O (4-imidazolinone-hydrochloride). Yields the product ClC=1C=C(C=C(C1)F)C1=CC(=NN1C=1C=NC=C(C1)Cl)C(=O)N1CNC(C1)=O (1-{[5-(3-Chloro-5-fluorophenyl)-1-(5-chloropyridin-3-yl)-1H-pyrazol-3-yl]carbonyl}imidazolidin-4-one). As a reaction SMILES: [Cl:1][C:2]1[CH:3]=[C:4]([C:9]2[N:13]([C:14]3[CH:15]=[N:16][CH:17]=[C:18]([Cl:20])[CH:19]=3)[N:12]=[C:11]([C:21](O)=[O:22])[CH:10]=2)[CH:5]=[C:6]([F:8])[CH:7]=1.ClC1C=C(C2N(C3C=CC=CN=3)N=C(C([N:45]3[CH2:49][C:48](=[O:50])[NH:47][CH2:46]3)=O)C=2)C=C(F)C=1.Cl.N1C=CNC1=O>>[Cl:1][C:2]1[CH:3]=[C:4]([C:9]2[N:13]([C:14]3[CH:15]=[N:16][CH:17]=[C:18]([Cl:20])[CH:19]=3)[N:12]=[C:11]([C:21]([N:45]3[CH2:49][C:48](=[O:50])[NH:47][CH2:46]3)=[O:22])[CH:10]=2)[CH:5]=[C:6]([F:8])[CH:7]=1 |f:2.3|. Procedure details: 75 mg (0.21 mmol) of the compound of Example 26A is reacted analogously to the synthesis of the compound of Example 1 with 29 mg (0.23 mmol) of 4-imidazolinone-hydrochloride. 74 mg (82% of theory) of the title compound is obtained.